From a dataset of the Open Reaction Database (ORD), a public repository of structured organic reaction records. describe an organic reaction: reactants, conditions, products, and yield Starting materials: 6c, COC(C1=C(C=C(C(=C1)N)NC)N1CCC(CC1)C(F)(F)F)=O (methyl-2-[4-trifluoromethyl-piperidinyl]-4-methylamino-5-amino-benzoate), ClC1=C(CNC(C(C)(C)C)=O)C=CC(=C1N=C=S)Cl (N-(2,4-dichloro-3-isothiocyanato-benzyl)-2,2-dimethyl-propionamide), CC(N=C=NC(C)C)C (DIC). Run in C1CCOC1 (THF). The product is C(C)OC(=O)C1=CC2=C(N(C(=N2)NC2=C(C(=CC=C2Cl)CNC(C(C)(C)C)=O)Cl)C)C=C1N1CCC(CC1)C(F)(F)F (2-{2,6-Dichloro-3-[(2,2-dimethyl-propionylamino)-methyl]-phenylamino}-6-[4-trifluoromethyl-piperidinyl]-1-methyl-1H-benzimidazole-5-carboxylic acid ethyl ester). Reaction SMILES: [CH3:1][O:2][C:3](=[O:23])[C:4]1[CH:9]=[C:8]([NH2:10])[C:7]([NH:11][CH3:12])=[CH:6][C:5]=1[N:13]1[CH2:18][CH2:17][CH:16]([C:19]([F:22])([F:21])[F:20])[CH2:15][CH2:14]1.[Cl:24][C:25]1[C:38]([N:39]=[C:40]=S)=[C:37]([Cl:42])[CH:36]=[CH:35][C:26]=1[CH2:27][NH:28][C:29](=[O:34])[C:30]([CH3:33])([CH3:32])[CH3:31].[CH3:43]C(C)N=C=NC(C)C>C1COCC1>[CH2:1]([O:2][C:3]([C:4]1[C:5]([N:13]2[CH2:14][CH2:15][CH:16]([C:19]([F:21])([F:20])[F:22])[CH2:17][CH2:18]2)=[CH:6][C:7]2[N:11]([CH3:12])[C:40]([NH:39][C:38]3[C:37]([Cl:42])=[CH:36][CH:35]=[C:26]([CH2:27][NH:28][C:29](=[O:34])[C:30]([CH3:33])([CH3:32])[CH3:31])[C:25]=3[Cl:24])=[N:10][C:8]=2[CH:9]=1)=[O:23])[CH3:43]. Reported procedure: The title compound is prepared in analogy to 6c from methyl-2-[4-trifluoromethyl-piperidinyl]-4-methylamino-5-amino-benzoate (349 mg, 1.01 mmol), and N-(2,4-dichloro-3-isothiocyanato-benzyl)-2,2-dimethyl-propionamide (336 mg, 1.06 mmol), DIC (0.19 mL, 1.2 mmol) and THF (20 mL). Starting materials: ClC1(C(C(CC(C1)C)(Cl)Cl)=O)Cl (2,2,6,6-tetrachloro-4-methylcyclohexanone), C1(=CC=CC=C1)P(C1=CC=CC=C1)C1=CC=CC=C1 (triphenylphosphine). Product: ClC1=C(C(=CC(=C1)C)Cl)O (2,6-dichloro-4-methylphenol). Yield: 57.7%. As a reaction SMILES: [Cl:1][C:2]1(Cl)[CH2:7][CH:6]([CH3:8])[CH2:5][C:4](Cl)([Cl:9])[C:3]1=[O:11].C1(P(C2C=CC=CC=2)C2C=CC=CC=2)C=CC=CC=1>>[Cl:1][C:2]1[CH:7]=[C:6]([CH3:8])[CH:5]=[C:4]([Cl:9])[C:3]=1[OH:11]. Procedure: 120 g (0.48 mol) of 2,2,6,6-tetrachloro-4-methylcyclohexanone and 2 g (0.008 mol) of triphenylphosphine were introduced into the reactor used in Example 1. The reaction mixture was heated at 160°-170° C., under stirring; the reaction was terminated when the evolution of hydrogen chloride from the reaction mixture ceased. The reaction mixture was distilled under reduced pressure to yield 49 g of 2,6-dichloro-4-methylphenol. Reactants: Cl[Bi](Cl)Cl, Cc1ccc(S(=O)(=O)OCC2(C(F)(F)F)CO2)cc1, CCN(C(C)C)C(C)C, ClC(Cl)Cl, ClCCl, Nc1cccc2c1cnn2-c1ccc(F)cc1, O=C([O-])[O-], C1CCOC1, CN(C)C=O. The product is Fc1ccc(-n2ncc3c(NCC4(C(F)(F)F)CO4)cccc32)cc1. Reaction SMILES: [Bi:37]([Cl:38])([Cl:39])[Cl:40].[CH3:1][c:2]1[cH:3][cH:4][c:5]([S:6]([O:7][CH2:12][C:13]2([C:16]([F:17])([F:18])[F:19])[O:14][CH2:15]2)(=[O:8])=[O:9])[cH:10][cH:11]1.[CH:41]([N:42]([CH2:43][CH3:44])[CH:45]([CH3:46])[CH3:47])([CH3:48])[CH3:49].[CH:57]([Cl:58])([Cl:59])[Cl:60].[Cl:54][CH2:55][Cl:56].[F:20][c:21]1[cH:22][cH:23][c:24](-[n:27]2[n:28][cH:29][c:30]3[c:31]([NH2:36])[cH:32][cH:33][cH:34][c:35]23)[cH:25][cH:26]1.[O-:50][C:51](=[O:52])[O-:53].[O:61]1[CH2:62][CH2:63][CH2:64][CH2:65]1.[O:66]=[CH:67][N:68]([CH3:69])[CH3:70]>>[CH2:12]([C:13]1([C:16]([F:17])([F:18])[F:19])[O:14][CH2:15]1)[NH:36][c:31]1[c:30]2[cH:29][n:28][n:27](-[c:24]3[cH:23][cH:22][c:21]([F:20])[cH:26][cH:25]3)[c:35]2[cH:34][cH:33][cH:32]1. The reactants are C1(=CC=CC=C1)C1=CC=C(C(=O)N2CC3=C(CC2)C=CO3)C=C1 (6-(4-phenylbenzoyl)-4,5,6,7-tetrahydrofuro[2,3-c]pyridine), CNC (dimethylamine), C=O (formaldehyde), CNC (dimethylamine), C=O (formaldehyde). The solvent is C(C)(=O)O (acetic acid). Conditions: temperature 100 celsius, time 60 minute. Product: CN(C)CC1=CC2=C(CN(CC2)C(C2=CC=C(C=C2)C2=CC=CC=C2)=O)O1 (N,N-dimethyl-[6-(4-phenylbenzoyl)-4,5,6,7-tetrahydrofuro[2,3-c]pyridin-2-ylmethyl]amine). Reaction SMILES: [C:1]1([C:7]2[CH:23]=[CH:22][C:10]([C:11]([N:13]3[CH2:18][CH2:17][C:16]4[CH:19]=[CH:20][O:21][C:15]=4[CH2:14]3)=[O:12])=[CH:9][CH:8]=2)[CH:6]=[CH:5][CH:4]=[CH:3][CH:2]=1.[CH3:24][NH:25][CH3:26].[CH2:27]=O>C(O)(=O)C>[CH3:24][N:25]([CH2:27][C:20]1[O:21][C:15]2[CH2:14][N:13]([C:11](=[O:12])[C:10]3[CH:9]=[CH:8][C:7]([C:1]4[CH:2]=[CH:3][CH:4]=[CH:5][CH:6]=4)=[CH:23][CH:22]=3)[CH2:18][CH2:17][C:16]=2[CH:19]=1)[CH3:26]. Reported procedure: To a solution of 0.250 g (0.824 mmol) of 6-(4-phenylbenzoyl)-4,5,6,7-tetrahydrofuro[2,3-c]pyridine in 20 ml of acetic acid, 0.112 ml (1.24 mmol) of 50% aqueous dimethylamine and 0.101 ml (1.24 mmol) of 37% aqueous formaldehyde were added, followed by stirring at 100° C. for 60 minutes. Additionally, 0.075 ml (0.82 mmol) of 50% aqueous dimethylamine and 0.067 ml (0.82 mmol) of 37% aqueous formaldehyde were added, followed by stirring for 20 minutes. After the solvent was distilled off under reduc... Reactants: CSC.B (borane dimethyl sulfide), BrC1=CC=CC=2NC(C(OC21)(C)C)=O (8-bromo-2,2-dimethyl-4H-benzo[1,4]oxazin-3-one), Cl (HCl). Solvent: O1CCCC1 (THF), O1CCCC1 (tetrahydrofuran). Run at time 10 minute. Yields the product Cl.BrC1=CC=CC=2NCC(OC21)(C)C (8-bromo-2,2-dimethyl-3,4-dihydro-2H-benzo[1,4]oxazine hydrochloride). Yield: 92.0%. As a reaction SMILES: [Br:1][C:2]1[C:11]2[O:10][C:9]([CH3:13])([CH3:12])[C:8](=O)[NH:7][C:6]=2[CH:5]=[CH:4][CH:3]=1.CSC.B.[ClH:19]>O1CCCC1>[ClH:19].[Br:1][C:2]1[C:11]2[O:10][C:9]([CH3:13])([CH3:12])[CH2:8][NH:7][C:6]=2[CH:5]=[CH:4][CH:3]=1 |f:1.2,5.6|. Procedure details: 8-Bromo-2,2-dimethyl-4H-benzo[1,4]oxazin-3-one from step 2 (768.30 mg, 3.0 mmol) was dissolved in dry tetrahydrofuran (THF) and the solution was heated to reflux. 0.3 ml of 10M borane dimethyl sulfide (BH3.DMS) in THF was added drop-wise to the reaction mix, and the reaction mix was kept heated under reflux for 1 hour. A solution of 10% ethanolic HCl was then added drop-wise to the reaction mix until a white precipitate appeared, after which refluxing was continued for 10 minutes. The reaction m... RXN SMILES: [Cl:29][CH2:30][Cl:31].[Cl:6][c:7]1[cH:8][c:9]2[c:10]([cH:27][cH:28]1)[CH2:11][CH:12]([CH3:26])[C:13](=[O:25])[N:14]([CH2:16][CH2:17][O:18][CH:19]1[CH2:20][CH2:21][CH2:22][CH2:23][O:24]1)[CH2:15]2.[S:1](=[O:2])(=[O:3])([OH:4])[OH:5]>>[Cl:6][c:7]1[cH:8][c:9]2[c:10]([cH:27][cH:28]1)[CH2:11][CH:12]([CH3:26])[C:13](=[O:25])[N:14]([CH2:16][CH2:17][OH:18])[CH2:15]2. The product is CC1Cc2ccc(Cl)cc2CN(CCO)C1=O. Reactants: ClCCl, CC1Cc2ccc(Cl)cc2CN(CCOC2CCCCO2)C1=O, O=S(=O)(O)O. The reactants are [Br-].COC(=O)C1=C(C[P+](C2=CC=CC=C2)(C2=CC=CC=C2)C2=CC=CC=C2)C=CC=C1 ((2-methoxycarbonylbenzyl)triphenylphosphonium bromide), Cl (hydrochloric acid), [H-].[Na+] (sodium hydride), BrC1=CC=C(C=O)C=C1 (4-bromobenzaldehyde). The solvent is O1CCCC1 (tetrahydrofuran), CO (methanol), O (water). Run at time 3 hour. The product is BrC1=CC=C(C=CC2=C(C(=O)OC)C=CC=C2)C=C1 (methyl 2-(4-bromostyryl)benzoate). Isolated yield 55.1%. Reaction SMILES: [Br-].[CH3:2][O:3][C:4]([C:6]1[CH:31]=[CH:30][CH:29]=[CH:28][C:7]=1[CH2:8][P+](C1C=CC=CC=1)(C1C=CC=CC=1)C1C=CC=CC=1)=[O:5].[H-].[Na+].[Br:34][C:35]1[CH:42]=[CH:41][C:38]([CH:39]=O)=[CH:37][CH:36]=1.Cl>O1CCCC1.CO.O>[Br:34][C:35]1[CH:42]=[CH:41][C:38]([CH:39]=[CH:8][C:7]2[CH:28]=[CH:29][CH:30]=[CH:31][C:6]=2[C:4]([O:3][CH3:2])=[O:5])=[CH:37][CH:36]=1 |f:0.1,2.3|. Procedure: In 1.0 liter of tetrahydrofuran was suspended 60 g of (2-methoxycarbonylbenzyl)triphenylphosphonium bromide and, 3.2 g of sodium hydride was added to the suspension followed by stirring at room temperature for 3 hours. Then, 18 g of 4-bromobenzaldehyde was added and the mixture was stirred at room temperature for 2 hours. After completion of the reaction, 500 ml of water, 200 ml of methanol and 100 ml of 0.1 N hydrochloric acid aqueous solution were added thereto and the solvent was distilled of...